Dataset: the Open Reaction Database (ORD), a public repository of structured organic reaction records. Task: describe an organic reaction: reactants, conditions, products, and yield Reactants: FC(C(=O)O)(CCC(=O)O)F (2,2-difluoroglutaric acid). The solvent is C(C)(=O)OC(C)=O (acetic anhydride). Yields the product FC1(C(=O)OC(CC1)=O)F (2,2-Difluoroglutaric Anhydride). As a reaction SMILES: [F:1][C:2]([F:11])([CH2:6][CH2:7][C:8]([OH:10])=[O:9])[C:3](O)=[O:4]>C(OC(=O)C)(=O)C>[F:1][C:2]1([F:11])[CH2:6][CH2:7][C:8](=[O:10])[O:9][C:3]1=[O:4]. Reported procedure: A solution of 5 g of 2,2-difluoroglutaric acid in 20 ml of acetic anhydride is refluxed for two hrs, 5 ml of the resulting solution is distilled off at ordinary pressure and the residual solution freed from acetic anhydride under reduced pressure. The resulting oil consists of 2,2-difluoroglutaric anhydride. The reactants are CC1=CC=C(OCCCCO)C=C1 (4-(4-methylphenoxy)butanol), C(C#C)(=O)O (propiolic acid), C1=CC=CC=C1 (benzene). The reagents and catalysts are C1(=CC=C(C=C1)S(=O)(=O)O)C (p-toluenesulfonic acid). The solvent is O (water). The product is C(C#C)(=O)OCCCCOC1=CC=C(C=C1)C (4-(4-methylphenoxy)butyl propiolate). Isolated yield 89.2%. Reaction SMILES: [CH3:1][C:2]1[CH:13]=[CH:12][C:5]([O:6][CH2:7][CH2:8][CH2:9][CH2:10][OH:11])=[CH:4][CH:3]=1.[C:14](O)(=[O:17])[C:15]#[CH:16].C1C=CC=CC=1>C1(C)C=CC(S(O)(=O)=O)=CC=1.O>[C:14]([O:11][CH2:10][CH2:9][CH2:8][CH2:7][O:6][C:5]1[CH:12]=[CH:13][C:2]([CH3:1])=[CH:3][CH:4]=1)(=[O:17])[C:15]#[CH:16]. Reported procedure: A mixture of 1 g of 4-(4-methylphenoxy)butanol, 1.1 g of propiolic acid, 0.005 g of p-toluenesulfonic acid and 25 ml of benzene was refluxed with stirring for six hours while water formed was removed by a Dean-Stark water separator. After the reaction was completed, the reaction solution was washed successively with a 5% aqueous sodium bicarbonate solution and a saturated sodium chloride solution, and dried over anhydrous magnesium sulfate. After removal of the solvent under reduced pressure, th... Reactants: O1CCOCC1 (Dioxane), Cl.ClC1=C2C(=NC(=C1)C1=CC(=CC=C1)Cl)CCC2 (4-chloro-2-(3-chlorophenyl)-6,7-dihydro-5H-cyclopenta[b]pyridine hydrochloride), CC1(OB(OC1(C)C)CC1=CC=C(C=C1)CC(=O)OC)C (methyl 2-(4-((4,4,5,5-tetramethyl-1,3,2-dioxaborolan-2-yl)methyl)phenyl)acetate), C(=O)([O-])[O-].[Na+].[Na+] (Na2CO3). Reagents/catalysts: C1=CC=C(C=C1)P([C-]2C=CC=C2)C3=CC=CC=C3.C1=CC=C(C=C1)P([C-]2C=CC=C2)C3=CC=CC=C3.Cl[Pd]Cl.[Fe+2] (Pd(dppf)Cl2). Run in O (water). Conditions: temperature 90 celsius, time 3 day. Product: ClC=1C=C(C=CC1)C1=CC(=C2C(=N1)CCC2)CC2=CC=C(C=C2)CC(=O)O (2-(4-((2-(3-chlorophenyl)-6,7-dihydro-5H-cyclopenta[b]pyridin-4-yl)methyl)phenyl)acetic acid). Isolated yield 53.7%. Reaction SMILES: Cl.Cl[C:3]1[CH:8]=[C:7]([C:9]2[CH:14]=[CH:13][CH:12]=[C:11]([Cl:15])[CH:10]=2)[N:6]=[C:5]2[CH2:16][CH2:17][CH2:18][C:4]=12.CC1(C)C(C)(C)OB([CH2:27][C:28]2[CH:33]=[CH:32][C:31]([CH2:34][C:35]([O:37]C)=[O:36])=[CH:30][CH:29]=2)O1.C([O-])([O-])=O.[Na+].[Na+].O1CCOCC1>C1C=CC(P(C2C=CC=CC=2)[C-]2C=CC=C2)=CC=1.C1C=CC(P(C2C=CC=CC=2)[C-]2C=CC=C2)=CC=1.Cl[Pd]Cl.[Fe+2].O>[Cl:15][C:11]1[CH:10]=[C:9]([C:7]2[N:6]=[C:5]3[CH2:16][CH2:17][CH2:18][C:4]3=[C:3]([CH2:27][C:28]3[CH:29]=[CH:30][C:31]([CH2:34][C:35]([OH:37])=[O:36])=[CH:32][CH:33]=3)[CH:8]=2)[CH:14]=[CH:13][CH:12]=1 |f:0.1,3.4.5,7.8.9.10|. Reported procedure: A 10-mL sealed tube, with stirrer bar, was charged with 4-chloro-2-(3-chlorophenyl)-6,7-dihydro-5H-cyclopenta[b]pyridine hydrochloride (0.100 g, 0.33 mol), methyl 2-(4-((4,4,5,5-tetramethyl-1,3,2-dioxaborolan-2-yl)methyl)phenyl)acetate (0.096 g, 0.33 mmol), Pd(dppf)Cl2 (0.027 g, 0.033 mmol), and powdered Na2CO3 (0.141 g, 1.33 mmol). Dioxane (3 mL) and water (1.5 mL) were added. The resulting mixture was stirred under Ar at 90° C. for 3 d. until the starting chloride was consumed. After cooling t... Starting materials: O1N=CC=C1C=1C=C(N)C=CC1 (3-(isoxazol-5-yl)aniline), ClC1=CC(=C(C=C1)NC(COCC(=O)O)=O)C(=O)OC ((2-([4-chloro-2-(methoxycarbonyl)phenyl]amino)-2-oxoethoxy)acetic acid). Yields the product ClC=1C=CC(=C(C(=O)O)C1)NC(COCC(=O)NC1=CC(=CC=C1)C1=CC=NO1)=O (5-chloro-2-([(2-([3-(isoxazol-5-yl)phenyl]amino)-2-oxoethoxy)acetyl]amino)benzoic acid). Reaction SMILES: [O:1]1[C:5]([C:6]2[CH:7]=[C:8]([CH:10]=[CH:11][CH:12]=2)[NH2:9])=[CH:4][CH:3]=[N:2]1.[Cl:13][C:14]1[CH:19]=[CH:18][C:17]([NH:20][C:21](=[O:28])[CH2:22][O:23][CH2:24][C:25](O)=[O:26])=[C:16]([C:29]([O:31]C)=[O:30])[CH:15]=1>>[Cl:13][C:14]1[CH:19]=[CH:18][C:17]([NH:20][C:21](=[O:28])[CH2:22][O:23][CH2:24][C:25]([NH:9][C:8]2[CH:10]=[CH:11][CH:12]=[C:6]([C:5]3[O:1][N:2]=[CH:3][CH:4]=3)[CH:7]=2)=[O:26])=[C:16]([CH:15]=1)[C:29]([OH:31])=[O:30]. Procedure details: Using the same method as in Example 15-(i), 3-(isoxazol-5-yl)aniline was reacted with the (2-([4-chloro-2-(methoxycarbonyl)phenyl]amino)-2-oxoethoxy)acetic acid obtained in Example 1-(i) to give 5-chloro-2-([(2-([3-(isoxazol-5-yl)phenyl]amino)-2-oxoethoxy)acetyl]amino)benzoic acid.methyl ester (yield: 56%). Reactants: CC#N, CC(O)c1nc(CCl)cs1, N#N, O=[Mn]=O. Product: CC(=O)c1nc(CCl)cs1. Reaction SMILES: [CH3:13][C:14]#[N:15].[Cl:3][CH2:4][c:5]1[n:6][c:7]([CH:10]([CH3:11])[OH:12])[s:8][cH:9]1.[N:1]#[N:2].[O:16]=[Mn:17]=[O:18]>>[Cl:3][CH2:4][c:5]1[n:6][c:7]([C:10]([CH3:11])=[O:12])[s:8][cH:9]1. Starting materials: CC=1C(=NC=CC1)C(=O)OC (methyl 3-methylpicolinate), Cl (HCl). The reagents and catalysts are [Pd] (Pd/C). Solvent: CO (methanol). Product: Cl.CC1C(NCCC1)C(=O)OC (methyl 3-methylpiperidine-2-carboxylate hydrochloride salt). Reaction SMILES: [CH3:1][C:2]1[C:3]([C:8]([O:10][CH3:11])=[O:9])=[N:4][CH:5]=[CH:6][CH:7]=1.[ClH:12]>CO.[Pd]>[ClH:12].[CH3:1][CH:2]1[CH2:7][CH2:6][CH2:5][NH:4][CH:3]1[C:8]([O:10][CH3:11])=[O:9] |f:4.5|. Procedure details: To a solution of methyl 3-methylpicolinate (5 g) and 36% HCl (2 eq) in methanol was added 10% Pd/C. The Parr shaker bottle was evacuated/H2 purged 3×, and then shaken at 50 psi until starting material was consumed (typically <1 h). The reaction was filtered through diatomaceous earth and concentrated to yield methyl 3-methylpiperidine-2-carboxylate hydrochloride salt without further purification. To a suspension of LiAlH4 (4 eq) in THF (40 ml) was added in portions the above crude salt at 0° C. ... The reactants are CCCCP(=CC#N)(CCCC)CCCC, Cc1ccccc1, CCOCC, CC(C)(C)OC(=O)N(CCO)CCC(c1cc(F)ccc1F)S(=O)(=O)c1ccc(Cl)cc1. Yields the product CC(C)(C)OC(=O)N1CCC(c2cc(F)ccc2F)(S(=O)(=O)c2ccc(Cl)cc2)CC1. Reaction SMILES: [C:33]([CH:34]=[P:35]([CH2:36][CH2:37][CH2:38][CH3:39])([CH2:40][CH2:41][CH2:42][CH3:43])[CH2:44][CH2:45][CH2:46][CH3:47])#[N:48].[CH3:49][c:50]1[cH:51][cH:52][cH:53][cH:54][cH:55]1.[CH3:56][CH2:57][O:58][CH2:59][CH3:60].[Cl:1][c:2]1[cH:3][cH:4][c:5]([S:8](=[O:9])(=[O:10])[CH:11]([CH2:12][CH2:13][N:14]([C:15]([O:16][C:17]([CH3:18])([CH3:19])[CH3:20])=[O:21])[CH2:22][CH2:23][OH:24])[c:25]2[c:26]([F:32])[cH:27][cH:28][c:29]([F:31])[cH:30]2)[cH:6][cH:7]1>>[Cl:1][c:2]1[cH:3][cH:4][c:5]([S:8](=[O:9])(=[O:10])[C:11]2([c:25]3[c:26]([F:32])[cH:27][cH:28][c:29]([F:31])[cH:30]3)[CH2:12][CH2:13][N:14]([C:15]([O:16][C:17]([CH3:18])([CH3:19])[CH3:20])=[O:21])[CH2:22][CH2:23]2)[cH:6][cH:7]1.